Task: describe an organic reaction: reactants, conditions, products, and yield. Dataset: the Open Reaction Database (ORD), a public repository of structured organic reaction records The reactants are ClC(Cl)Cl, O=C1OC(=O)c2cc([N+](=O)[O-])ccc21, NC1CCN(C2CCCCC2)CC1. The product is O=C1c2ccc([N+](=O)[O-])cc2C(=O)N1C1CCN(C2CCCCC2)CC1. RXN SMILES: [CH:28]([Cl:29])([Cl:30])[Cl:31].[N+:14](=[O:15])([O-:16])[c:17]1[cH:18][c:19]2[c:20]([cH:26][cH:27]1)[C:21](=[O:22])[O:23][C:24]2=[O:25].[NH2:1][CH:2]1[CH2:3][CH2:4][N:5]([CH:8]2[CH2:9][CH2:10][CH2:11][CH2:12][CH2:13]2)[CH2:6][CH2:7]1>>[N:1]1([CH:2]2[CH2:3][CH2:4][N:5]([CH:8]3[CH2:9][CH2:10][CH2:11][CH2:12][CH2:13]3)[CH2:6][CH2:7]2)[C:21](=[O:22])[c:20]2[c:19]([cH:18][c:17]([N+:14](=[O:15])[O-:16])[cH:27][cH:26]2)[C:24]1=[O:23]. Reactants: C1(CCCCC1)NC1CCCCC1 (dicyclohexylamine), CN1C(=CC=C1)C(=O)O (1-methyl-2-pyrrolecarboxylic acid), S(=O)(Cl)Cl (thionyl chloride). The solvent is CCOCC (ether), ClCCl (dichloromethane). Run at time 1 hour. Product: CN1C(=CC=C1)C(=O)Cl (1-Methyl-1H-pyrrole-2-carboxylic acid chloride). RXN SMILES: [CH3:1][N:2]1[CH:6]=[CH:5][CH:4]=[C:3]1[C:7]([OH:9])=O.C1(NC2CCCCC2)CCCCC1.S(Cl)([Cl:25])=O>ClCCl.CCOCC>[CH3:1][N:2]1[CH:6]=[CH:5][CH:4]=[C:3]1[C:7]([Cl:25])=[O:9]. Procedure details: 500 mg (4 mmol) of 1-methyl-2-pyrrolecarboxylic acid in 5 ml of dichloromethane are introduced into a round-bottomed flask and under a nitrogen stream. There are added, dropwise, 790 μl (4 mmol) of dicyclohexylamine and, 30 minutes later, 290 μl (4 mmol) of thionyl chloride. The medium is stirred for 1 hour at room temperature and then heated for 2 hours at 50° C. The mixture is then diluted with ether and the precipitate is filtered off. The filtrate is evaporated off and a brown oil is obtaine... Starting materials: Cl (HCl), C(C)(C)(C)OC(=O)N1[C@H](CCC1)COS(=O)(=O)C1=CC=C(C=C1)C ((R)-2-(Toluene-4-sulfonyloxymethyl)-pyrrolidine-1-carboxylic acid tert-butyl ester), S1C=C(C=C1)C1=CC=C(CC2=CC=C(C=C2)O)C=C1 (4-(4-thiophen-3-yl-benzyl)-phenol), C(C)(C)(C)OC(=O)N1[C@H](CCC1)COS(=O)(=O)C1=CC=C(C=C1)C ((R)-2-(toluene-4-sulfonyloxymethyl)-pyrrolidine-1-carboxylic acid tert-butyl ester), S1C=C(C=C1)C1=CC=C(CC2=CC=C(C=C2)O)C=C1 (4-(4-Thiophen-3-yl-benzyl)-phenol), C(=O)(O)[O-].[Na+] (NaHCO3), [H-].[Na+] (sodium hydride), S1C=C(C=C1)C1=CC=C(CC2=CC=C(C=C2)O)C=C1 (4-(4-Thiophen-3-yl-benzyl)-phenol), C(C)(C)(C)OC(=O)N1[C@H](CCC1)COS(=O)(=O)C1=CC=C(C=C1)C ((R)-2-(toluene-4-sulfonyloxymethyl)-pyrrolidine-1-carboxylic acid tert-butyl ester). Run in O1CCOCC1 (dioxane), C1CCOC1 (THF), CN(C)C=O (DMF). Run at temperature 85 celsius, time 8 hour. Yields the product Cl.S1C=C(C=C1)C1=CC=C(CC2=CC=C(OC[C@@H]3NCCC3)C=C2)C=C1 ((R)-2-[4-(4-Thiophen-3-yl-benzyl)-phenoxymethyl]pyrrolidine hydrochloric acid salt). As a reaction SMILES: [S:1]1[CH:5]=[CH:4][C:3]([C:6]2[CH:19]=[CH:18][C:9]([CH2:10][C:11]3[CH:16]=[CH:15][C:14]([OH:17])=[CH:13][CH:12]=3)=[CH:8][CH:7]=2)=[CH:2]1.C(OC([N:27]1[CH2:31][CH2:30][CH2:29][C@@H:28]1[CH2:32]OS(C1C=CC(C)=CC=1)(=O)=O)=O)(C)(C)C.[H-].[Na+].C([O-])(O)=O.[Na+].[ClH:51]>CN(C=O)C.O1CCOCC1.C1COCC1>[ClH:51].[S:1]1[CH:5]=[CH:4][C:3]([C:6]2[CH:7]=[CH:8][C:9]([CH2:10][C:11]3[CH:16]=[CH:15][C:14]([O:17][CH2:32][C@H:28]4[CH2:29][CH2:30][CH2:31][NH:27]4)=[CH:13][CH:12]=3)=[CH:18][CH:19]=2)=[CH:2]1 |f:2.3,4.5,10.11|. Reported procedure: To a mixture of 4-(4-Thiophen-3-yl-benzyl)-phenol (9 g, 33.8 mmol, 1 eq.) and (R)-2-(toluene-4-sulfonyloxymethyl)-pyrrolidine-1-carboxylic acid tert-butyl ester (12.6 g, 35.5 mmol, 1.05 eq.) in DMF (80 ml) was added sodium hydride (60% in mineral oil, 1.62 g, 40 mmol, 1.2 eq.) at 0° C. in one portion. The mixture was stirred at 85° C. overnight. Since (R)-2-(Toluene-4-sulfonyloxymethyl)-pyrrolidine-1-carboxylic acid tert-butyl ester was consumed with about 15% of 4-(4-thiophen-3-yl-benzyl)-pheno...